This data is from the Open Reaction Database (ORD), a public repository of structured organic reaction records. The task is: describe an organic reaction: reactants, conditions, products, and yield Starting materials: CC(C)(C)OC(=O)N1CCOC(c2ccc(NC(=O)Nc3cccc(C#N)c3)c(F)c2)C1, CC#N, [Na+], [OH-], O, O=C(O)C(F)(F)F. Product: N#Cc1cccc(NC(=O)Nc2ccc(C3CNCCO3)cc2F)c1. Reaction SMILES: [C:8]([O:9][C:10](=[O:11])[N:15]1[CH2:16][CH:17]([c:21]2[cH:22][c:23]([F:39])[c:24]([NH:27][C:28](=[O:29])[NH:30][c:31]3[cH:32][c:33]([C:37]#[N:38])[cH:34][cH:35][cH:36]3)[cH:25][cH:26]2)[O:18][CH2:19][CH2:20]1)([CH3:12])([CH3:13])[CH3:14].[CH3:43][C:44]#[N:45].[Na+:41].[OH-:40].[OH2:42].[OH:1][C:2]([C:3]([F:4])([F:5])[F:6])=[O:7]>>[NH:15]1[CH2:16][CH:17]([c:21]2[cH:22][c:23]([F:39])[c:24]([NH:27][C:28](=[O:29])[NH:30][c:31]3[cH:32][c:33]([C:37]#[N:38])[cH:34][cH:35][cH:36]3)[cH:25][cH:26]2)[O:18][CH2:19][CH2:20]1. Reactants: COC(C)(C)C, C1CCOC1, Cl, CCCCCC1CCc2c(I)c(OCOC)c(F)c(F)c2O1. Yields the product CCCCCC1CCc2c(I)c(O)c(F)c(F)c2O1. RXN SMILES: [C:29]([O:30][CH3:31])([CH3:32])([CH3:33])[CH3:34].[CH2:24]1[O:25][CH2:26][CH2:27][CH2:28]1.[ClH:1].[F:2][c:3]1[c:4]([O:20][CH2:21][O:22][CH3:23])[c:5]([I:19])[c:6]2[c:11]([c:12]1[F:13])[O:10][CH:9]([CH2:14][CH2:15][CH2:16][CH2:17][CH3:18])[CH2:8][CH2:7]2>>[F:2][c:3]1[c:4]([OH:20])[c:5]([I:19])[c:6]2[c:11]([c:12]1[F:13])[O:10][CH:9]([CH2:14][CH2:15][CH2:16][CH2:17][CH3:18])[CH2:8][CH2:7]2. The reactants are CC(=O)OC1CCC2(C)C(CCC3C2CCC2(C)C(C)CCC32O)C1, Cl, O=S(Cl)Cl, c1ccncc1. Yields the product CC(=O)OC1CCC2(C)C(CCC3C4=CCC(C)C4(C)CCC32)C1. RXN SMILES: [C:1]([CH3:2])(=[O:3])[O:4][CH:5]1[CH2:6][CH:7]2[CH2:8][CH2:9][CH:10]3[C:11]4([OH:25])[CH2:12][CH2:13][CH:14]([CH3:24])[C:15]4([CH3:16])[CH2:17][CH2:18][CH:19]3[C:20]2([CH3:23])[CH2:21][CH2:22]1.[ClH:36].[S:26]([Cl:27])([Cl:28])=[O:29].[cH:30]1[cH:31][cH:32][n:33][cH:34][cH:35]1>>[C:1]([CH3:2])(=[O:3])[O:4][CH:5]1[CH2:6][CH:7]2[CH2:8][CH2:9][CH:10]3[C:11]4=[CH:12][CH2:13][CH:14]([CH3:24])[C:15]4([CH3:16])[CH2:17][CH2:18][CH:19]3[C:20]2([CH3:23])[CH2:21][CH2:22]1.